Dataset: the Open Reaction Database (ORD), a public repository of structured organic reaction records. Task: describe an organic reaction: reactants, conditions, products, and yield Starting materials: BrC1=C(N)C=CC=C1C(F)(F)F (2-Bromo-3-trifluoromethylaniline), N(=O)[O-].[Na+] (NaNO2), OS(=O)(=O)O (H2SO4), [I-].[K+] (potassium iodide), II (iodine), [O-]S(=O)[O-].[Na+].[Na+] (Na2SO3). Isolated yield 85.5%. Reported procedure: 2-Bromo-3-trifluoromethylaniline (8 g, 33.33 mmol) is suspended in water (90 mL) and cooled to 0° C. 96% H2SO4 (26.7 mL, 13.7 mmol) is added and the mixture stirred for 30 minutes. NaNO2 (2.41 g, 35 mmol) is dissolved in a small quantity of water and added dropwise at 0° C. The mixture is stirred for 30 minutes then potassium iodide (9.24 g, 55.66 mmol) and iodine (9.31 g, 36.66 mmol) in water are added dropwise with cooling. The mixture is stirred until gas evolution ceases then warmed to 40° C... RXN SMILES: [Br:1][C:2]1[C:8]([C:9]([F:12])([F:11])[F:10])=[CH:7][CH:6]=[CH:5][C:3]=1N.OS(O)(=O)=O.N([O-])=O.[Na+].[I-:22].[K+].II.[O-]S([O-])=O.[Na+].[Na+]>O>[Br:1][C:2]1[C:8]([C:9]([F:12])([F:11])[F:10])=[CH:7][CH:6]=[CH:5][C:3]=1[I:22] |f:2.3,4.5,7.8.9|. Yields the product BrC1=C(C=CC=C1C(F)(F)F)I (2-Bromo-3-trifluoromethyl-iodobenzene). Run in O (water), O (water), O (water). Reaction conditions: temperature 0 celsius, time 30 minute. Starting materials: OC1=CC=CC2=C1OC(=C2)C=2OC(=NN2)C(F)(F)F (2-(7-hydroxybenzo(b)furan-2-yl)-5-trifluoromethyl-1,3,4-oxadiazole), S(=O)(=O)(OC[C@@H]1CO1)C1=CC=C([N+](=O)[O-])C=C1 ((S)-glycidyl nosylate). Product: C([C@@H]1CO1)OC1=CC=CC2=C1OC(=C2)C=2OC(=NN2)C(F)(F)F ((S)-2-(7-glycidyloxybenzo(b)furan-2-yl)-5-trifluoromethyl-1,3,4-oxadiazole). The yield is 36.1%. Reaction SMILES: [OH:1][C:2]1[C:7]2[O:8][C:9]([C:11]3[O:12][C:13]([C:16]([F:19])([F:18])[F:17])=[N:14][N:15]=3)=[CH:10][C:6]=2[CH:5]=[CH:4][CH:3]=1.S(C1C=CC([N+]([O-])=O)=CC=1)(O[CH2:24][C@H:25]1[O:27][CH2:26]1)(=O)=O>>[CH2:24]([O:1][C:2]1[C:7]2[O:8][C:9]([C:11]3[O:12][C:13]([C:16]([F:19])([F:18])[F:17])=[N:14][N:15]=3)=[CH:10][C:6]=2[CH:5]=[CH:4][CH:3]=1)[C@H:25]1[O:27][CH2:26]1. Procedure details: By the reactions in the same manner as in Starting Material Synthesis Example 1 using 2-(7-hydroxybenzo(b)furan-2-yl)-5-trifluoromethyl-1,3,4-oxadiazole (2.4 g) and (S)-glycidyl nosylate (2.2 g), the title compound (1.0 g) was obtained as white crystals.